This data is from the Open Reaction Database (ORD), a public repository of structured organic reaction records. The task is: describe an organic reaction: reactants, conditions, products, and yield Reactants: CCCCc1nc(CCCNC(=O)OC(C)(C)C)nn1Cc1ccc(-c2ccccc2-c2nnn[nH]2)cc1, Cl, C1COCCO1. Yields the product CCCCc1nc(CCCN)nn1Cc1ccc(-c2ccccc2-c2nnn[nH]2)cc1. RXN SMILES: [C:1]([O:2][C:3]([CH3:4])([CH3:5])[CH3:6])(=[O:7])[NH:8][CH2:9][CH2:10][CH2:11][c:12]1[n:13][n:14]([CH2:21][c:22]2[cH:23][cH:24][c:25](-[c:28]3[c:29](-[c:34]4[n:35][n:36][n:37][nH:38]4)[cH:30][cH:31][cH:32][cH:33]3)[cH:26][cH:27]2)[c:15]([CH2:17][CH2:18][CH2:19][CH3:20])[n:16]1.[ClH:39].[O:40]1[CH2:41][CH2:42][O:43][CH2:44][CH2:45]1>>[NH2:8][CH2:9][CH2:10][CH2:11][c:12]1[n:13][n:14]([CH2:21][c:22]2[cH:23][cH:24][c:25](-[c:28]3[c:29](-[c:34]4[n:35][n:36][n:37][nH:38]4)[cH:30][cH:31][cH:32][cH:33]3)[cH:26][cH:27]2)[c:15]([CH2:17][CH2:18][CH2:19][CH3:20])[n:16]1.